Dataset: the Open Reaction Database (ORD), a public repository of structured organic reaction records. Task: describe an organic reaction: reactants, conditions, products, and yield The reactants are C(=O)C=1C=CC(=C(C#N)C1)OC1=CC(=CC=C1)C(F)(F)F (5-formyl-2-{[3-(trifluoromethyl)phenyl]oxy}benzonitrile), [N+](=[N-])=C(C(C)=O)P(OC)(OC)=O (dimethyl (1-diazo-2-oxopropyl)phosphonate), C([O-])([O-])=O.[K+].[K+] (potassium carbonate). Run in CO (methanol). Reaction conditions: time 1 hour. The product is C(#C)C=1C=CC(=C(C#N)C1)OC1=CC(=CC=C1)C(F)(F)F (5-ethynyl-2-{[3-(trifluoromethyl)phenyl]oxy}benzonitrile). Reaction SMILES: [CH:1]([C:3]1[CH:4]=[CH:5][C:6]([O:11][C:12]2[CH:17]=[CH:16][CH:15]=[C:14]([C:18]([F:21])([F:20])[F:19])[CH:13]=2)=[C:7]([CH:10]=1)[C:8]#[N:9])=O.[N+](=[C:24](P(=O)(OC)OC)C(=O)C)=[N-].C(=O)([O-])[O-].[K+].[K+]>CO>[C:1]([C:3]1[CH:4]=[CH:5][C:6]([O:11][C:12]2[CH:17]=[CH:16][CH:15]=[C:14]([C:18]([F:21])([F:20])[F:19])[CH:13]=2)=[C:7]([CH:10]=1)[C:8]#[N:9])#[CH:24] |f:2.3.4|. Procedure: To a mixture of 5-formyl-2-{[3-(trifluoromethyl)phenyl]oxy}benzonitrile (1 g, 3.43 mmol) and dimethyl (1-diazo-2-oxopropyl)phosphonate (1.326 g, 6.87 mmol) in methanol (45 mL), was added potassium carbonate (2.373 g, 17.17 mmol) under argon. The reaction mixture was stirred for 1 h at rt, concentrated. The residue was dissolved in EtOAc (150 mL), washed with sat. ammonium hydrochloride solution (30 mL×3), water 30 mL, concentrated. Purification via ISCO system (EA/PE=1:20) afforded the title com... Starting materials: CO[C@]1(O[C@@H]2CCCCCCCCCCC(O[C@@H](C1)C2)=O)[C@H]2N(C(SC2)=O)CC2=CC=C(C=C2)OC ((R)-4-((1R,14R,16R)-16-methoxy-3-oxo-2,15-dioxa-bicyclo[12.3.1]octadecan-16-yl)-3-(4-methoxybenzyl)thiazolidin-2-one), CO[C@]1(O[C@@H]2CCC\C=C/CC\C(=C/C(O[C@@H](C1)C2)=O)\C)[C@H]2N(C(SC2)=O)CC2=CC=C(C=C2)OC ((R)-4-((1R,4Z,8Z,13R,15R)-15-methoxy-5-methyl-3-oxo-2,14-dioxa-bicyclo[11.3.1]heptadeca-4,8-dien-15-yl)-3-(4-methoxybenzyl)thiazolidin-2-one). The product is O[C@]1(O[C@@H]2CCCCCCCCCCC(O[C@@H](C1)C2)=O)[C@H]2NC(SC2)=O ((R)-4-((1R,14R,16R)-16-Hydroxy-3-oxo-2,15-dioxa-bicyclo[12.3.1]octadecan-16-yl)thiazolidin-2-one). RXN SMILES: C[O:2][C@:3]1([C@@H:22]2[CH2:26][S:25][C:24](=[O:27])[N:23]2CC2C=CC(OC)=CC=2)[CH2:19][C@H:18]2[CH2:20][C@@H:5]([CH2:6][CH2:7][CH2:8][CH2:9][CH2:10][CH2:11][CH2:12][CH2:13][CH2:14][CH2:15][C:16](=[O:21])[O:17]2)[O:4]1.CO[C@]1([C@@H]2CSC(=O)N2CC2C=CC(OC)=CC=2)C[C@H]2C[C@@H](CCCC=CCCC(C)=CC(=O)O2)O1>>[OH:2][C@:3]1([C@@H:22]2[CH2:26][S:25][C:24](=[O:27])[NH:23]2)[CH2:19][C@H:18]2[CH2:20][C@@H:5]([CH2:6][CH2:7][CH2:8][CH2:9][CH2:10][CH2:11][CH2:12][CH2:13][CH2:14][CH2:15][C:16](=[O:21])[O:17]2)[O:4]1. Reported procedure: Application of the method shown in Example 46, with the modification that (R)-4-((1R,14R,16R)-16-methoxy-3-oxo-2,15-dioxa-bicyclo[12.3.1]octadecan-16-yl)-3-(4-methoxybenzyl)thiazolidin-2-one was substituted for (R)-4-((1R,4Z,8Z,13R,15R)-15-methoxy-5-methyl-3-oxo-2,14-dioxa-bicyclo[11.3.1]heptadeca-4,8-dien-15-yl)-3-(4-methoxybenzyl)thiazolidin-2-one, afforded the title compound. The reactants are O=[N+]([O-])c1cnn(Cc2ccc(CO)o2)n1, N#N, O=[Mn]=O. Product: O=Cc1ccc(Cn2ncc([N+](=O)[O-])n2)o1. As a reaction SMILES: [N+:3](=[O:4])([O-:5])[c:6]1[n:7][n:8]([CH2:11][c:12]2[cH:13][cH:14][c:15]([CH2:17][OH:18])[o:16]2)[n:9][cH:10]1.[N:1]#[N:2].[O:19]=[Mn:20]=[O:21]>>[N+:3](=[O:4])([O-:5])[c:6]1[n:7][n:8]([CH2:11][c:12]2[cH:13][cH:14][c:15]([CH:17]=[O:18])[o:16]2)[n:9][cH:10]1. The reactants are O=C([O-])[O-], CCC(C)(C)c1cc(C(=O)CBr)cc(C(C)(C)CC)c1O, CCOC(C)=O, Cl, [I-], [K+], [K+], [Na+], COc1cc(C=O)ccc1O. Yields the product CCC(C)(C)c1cc(C(=O)COc2ccc(C=O)cc2OC)cc(C(C)(C)CC)c1O. RXN SMILES: [C:14](=[O:15])([O-:16])[O-:17].[CH3:20][C:21]([CH2:22][CH3:23])([CH3:24])[c:25]1[cH:26][c:27]([C:37]([CH2:38][Br:39])=[O:40])[cH:28][c:29]([C:32]([CH2:33][CH3:34])([CH3:35])[CH3:36])[c:30]1[OH:31].[CH3:42][CH2:43][O:44][C:45](=[O:46])[CH3:47].[ClH:41].[I-:13].[K+:18].[K+:19].[Na+:12].[OH:1][c:2]1[c:3]([O:10][CH3:11])[cH:4][c:5]([CH:6]=[O:7])[cH:8][cH:9]1>>[O:1]([c:2]1[c:3]([O:10][CH3:11])[cH:4][c:5]([CH:6]=[O:7])[cH:8][cH:9]1)[CH2:38][C:37]([c:27]1[cH:26][c:25]([C:21]([CH3:20])([CH2:22][CH3:23])[CH3:24])[c:30]([OH:31])[c:29]([C:32]([CH2:33][CH3:34])([CH3:35])[CH3:36])[cH:28]1)=[O:40].